describe an organic reaction: reactants, conditions, products, and yield From a dataset of the Open Reaction Database (ORD), a public repository of structured organic reaction records. Starting materials: O=C(Cl)C(=O)Cl, ClCCl, O=C(O)C1CCOCC1, CN(C)C=O. Yields the product O=C(Cl)C1CCOCC1. As a reaction SMILES: [Cl:1][C:2](=[O:3])[C:4]([Cl:5])=[O:6].[Cl:21][CH2:22][Cl:23].[O:12]1[CH2:13][CH2:14][CH:15]([C:18]([OH:19])=[O:20])[CH2:16][CH2:17]1.[O:7]=[CH:8][N:9]([CH3:10])[CH3:11]>>[Cl:1][C:2](=[O:3])[CH:4]1[CH2:14][CH2:13][O:12][CH2:17][CH2:16]1. Solvent: CS(=O)C (DMSO), CS(=O)C.CO (DMSO MeOH). Yields the product ClC=1C(=NC(=CC1)N(C)C)C(=O)NC1=C2C=NNC2=CC(=C1)C1=C2C=CNC2=CC=C1 (3-Chloro-6-(dimethylamino)-N-[6-(1H-indol-4-yl)-1H-indazol-4-yl]-2-pyridinecarboxamide). Procedure: To a microwave vial was added 2 ml of a solution of 3,6-dichloro-N-[6-(1H-indol-4-yl)-1H-indazol-4-yl]-2-pyridinecarboxamide (306 mg, 0.71 mmol) in DMSO (6 ml). Dimethylamine (2M in THF, 0.123 ml, 0.25 mmol) and DIPEA (0.129 ml) were added and the mixture was heated at 160° C. for 2 h under microwave irradiation. The crude reaction mixture was dissolved in DMSO/MeOH (1:1) and purified by Mass Directed Automated Preparative HPLC (Method E). The sample was further purified by Mass Directed Automat... Conditions: temperature 160 celsius. The yield is 13.9%. Reaction SMILES: [Cl:1][C:2]1[C:3]([C:9]([NH:11][C:12]2[CH:20]=[C:19]([C:21]3[CH:29]=[CH:28][CH:27]=[C:26]4[C:22]=3[CH:23]=[CH:24][NH:25]4)[CH:18]=[C:17]3[C:13]=2[CH:14]=[N:15][NH:16]3)=[O:10])=[N:4][C:5](Cl)=[CH:6][CH:7]=1.[CH3:30][NH:31][CH3:32].CCN(C(C)C)C(C)C>CS(C)=O.CS(C)=O.CO>[Cl:1][C:2]1[C:3]([C:9]([NH:11][C:12]2[CH:20]=[C:19]([C:21]3[CH:29]=[CH:28][CH:27]=[C:26]4[C:22]=3[CH:23]=[CH:24][NH:25]4)[CH:18]=[C:17]3[C:13]=2[CH:14]=[N:15][NH:16]3)=[O:10])=[N:4][C:5]([N:31]([CH3:32])[CH3:30])=[CH:6][CH:7]=1 |f:4.5|. Starting materials: CNC (Dimethylamine), CCN(C(C)C)C(C)C (DIPEA), solution, ClC=1C(=NC(=CC1)Cl)C(=O)NC1=C2C=NNC2=CC(=C1)C1=C2C=CNC2=CC=C1 (3,6-dichloro-N-[6-(1H-indol-4-yl)-1H-indazol-4-yl]-2-pyridinecarboxamide). Reactants: CSC1=C(C(=O)Cl)C(=CC(=C1)C(F)(F)F)C(F)(F)F (2-(methylthio)-4,6-bis(trifluoromethyl)benzoyl chloride), CC(C(C1=CC=CC=C1)N)(C)N1CCCC1 ((+)-[2-methyl-1-phenyl-2-(1-pyrrolidinyl)propyl]amine). Reagents/catalysts: C(C)N(CC)CC (triethylamine). The solvent is C(Cl)Cl (DCM). Conditions: time 8 hour. Product: CC(C(C1=CC=CC=C1)NC(C1=C(C=C(C=C1C(F)(F)F)C(F)(F)F)SC)=O)(C)N1CCCC1 (N-[2-Methyl-1-phenyl-2-(1-pyrrolidinyl)propyl]-2-(methylthio)-4,6-bis(trifluoromethyl)benzamide). The yield is 85.0%. RXN SMILES: [CH3:1][S:2][C:3]1[CH:11]=[C:10]([C:12]([F:15])([F:14])[F:13])[CH:9]=[C:8]([C:16]([F:19])([F:18])[F:17])[C:4]=1[C:5](Cl)=[O:6].[CH3:20][C:21]([N:31]1[CH2:35][CH2:34][CH2:33][CH2:32]1)([CH3:30])[CH:22]([NH2:29])[C:23]1[CH:28]=[CH:27][CH:26]=[CH:25][CH:24]=1>C(Cl)Cl.C(N(CC)CC)C>[CH3:30][C:21]([N:31]1[CH2:32][CH2:33][CH2:34][CH2:35]1)([CH3:20])[CH:22]([NH:29][C:5](=[O:6])[C:4]1[C:8]([C:16]([F:19])([F:18])[F:17])=[CH:9][C:10]([C:12]([F:15])([F:14])[F:13])=[CH:11][C:3]=1[S:2][CH3:1])[C:23]1[CH:28]=[CH:27][CH:26]=[CH:25][CH:24]=1. Reported procedure: A solution of 2-(methylthio)-4,6-bis(trifluoromethyl)benzoyl chloride D55 (60 mg; 0.19 mmol) in dry DCM (1 ml) was treated with (+)-[2-methyl-1-phenyl-2-(1-pyrrolidinyl)propyl]amine D6 (60 mg, 0.27 mmol) followed by triethylamine (5drops) and left overnight at room temperature. The volatile components were removed under reduced pressure and the residue chromatographed on silica gel. Elution with 0-80% ethyl acetate in pentane gave the title product as an oil (80 mg, 85%). 1H NMR (CDCl3) δ: 0.94 ... Reactants: C(CCCCCCCCCCC)O (dodecyl alcohol), P(=O)(Cl)(Cl)Cl (phosphorus oxychloride). Run in C(Cl)Cl (methylene chloride). Run at time 20 minute. The product is C(CCCCCCCCCCC)P(=O)(CCCCCCCCCCCC)Cl (di-dodecylphosphoryl chloride). Yield: 97.6%. RXN SMILES: [CH2:1](O)[CH2:2][CH2:3][CH2:4][CH2:5][CH2:6][CH2:7][CH2:8][CH2:9][CH2:10][CH2:11][CH3:12].[P:14]([Cl:18])(Cl)(Cl)=[O:15]>C(Cl)Cl>[CH2:1]([P:14]([Cl:18])([CH2:12][CH2:11][CH2:10][CH2:9][CH2:8][CH2:7][CH2:6][CH2:5][CH2:4][CH2:3][CH2:2][CH3:1])=[O:15])[CH2:2][CH2:3][CH2:4][CH2:5][CH2:6][CH2:7][CH2:8][CH2:9][CH2:10][CH2:11][CH3:12]. Reported procedure: 223.6 Grams (1.2 mol) of dodecyl alcohol and 500 ml of methylene chloride were placed in 1-liter three-necked flask equipped with a condenser and a stirrer; then 55.8 g (0.6 mol) of phosphorus oxychloride was added dropwise over 30 min, with stirring, under cooling with ice with the internal temperature kept below 10° C.; and after the completion of the addition the stirring was continued for 20 min. The temperature of this reaction mixture was elevated to room temperature, then the reaction was...